From a dataset of the Open Reaction Database (ORD), a public repository of structured organic reaction records. describe an organic reaction: reactants, conditions, products, and yield Starting materials: 3-(11,10-Oxidoundecyl)-1-methylthymine, BrCCCCCCCCCC=C (1-bromundec-10-ene), O (water), [H-].[Na+] (Sodium hydride), CN1C(=O)NC(=O)C(C)=C1 (1-methylthymine). Run in CS(=O)C (dimethylsulfoxide). Reaction conditions: time 20 minute. The product is C(CCCCCCCCC=C)N1C(N(C=C(C1=O)C)C)=O (3-(10-undecenyl)-1-methylthymine). Yield: 83.4%. As a reaction SMILES: [H-].[Na+].[CH3:3][N:4]1[CH:12]=[C:10]([CH3:11])[C:8](=[O:9])[NH:7][C:5]1=[O:6].Br[CH2:14][CH2:15][CH2:16][CH2:17][CH2:18][CH2:19][CH2:20][CH2:21][CH2:22][CH:23]=[CH2:24].O>CS(C)=O>[CH2:24]([N:7]1[C:8](=[O:9])[C:10]([CH3:11])=[CH:12][N:4]([CH3:3])[C:5]1=[O:6])[CH2:23][CH2:22][CH2:21][CH2:20][CH2:19][CH2:18][CH2:17][CH2:16][CH:15]=[CH2:14] |f:0.1|. Procedure details: This example illustrates a synthesis of 3-(11,10-Oxidoundecyl)-1-methylthymine (inventive compound no. 1932). Sodium hydride (95%) (168 mg, 7 mmol) was added to a solution of 1-methylthymine (700.5 mg, 5 mmol) in dimethylsulfoxide (15 mL). After 20 minutes of stirring, 1-bromundec-10-ene (1.165 g, 5 mmol) was added and stirred for 12 hours at room temperature. The reaction mixture was then poured into a separatory funnel containing 100 mL of water and extracted with dichloromethane (5×75 mL). Th... Reactants: COc1cc([N+](=O)[O-])ccc1N, [Na+], [OH-], O. Reaction SMILES: [NH2:1][c:2]1[c:3]([O:11][CH3:12])[cH:4][c:5]([N+:8](=[O:9])[O-:10])[cH:6][cH:7]1.[Na+:14].[OH-:13].[OH2:15]>>[c:2]1([OH:13])[c:3]([O:11][CH3:12])[cH:4][c:5]([N+:8](=[O:9])[O-:10])[cH:6][cH:7]1. The product is COc1cc([N+](=O)[O-])ccc1O. Starting materials: ICC1=CC=C(C#N)C=C1 (4-(iodomethyl)benzonitrile), C(C1=CC=CC=C1)N(C(=O)C1CCN(CC1)C(=O)C=1NC2=CC=CC=C2C1)C (N-benzyl-1-(1H-indole-2-carbonyl)-N-methylpiperidine-4-carboxamide), [H-].[Na+] (sodium hydride). Solvent: CN(C)C=O (DMF), O (water), C(C)(=O)OCC (ethyl acetate), CN(C)C=O (DMF), CN(C)C=O (DMF). Reaction conditions: temperature 80 celsius, time 10 minute. The product is C(C1=CC=CC=C1)N(C(=O)C1CCN(CC1)C(=O)C=1N(C2=CC=CC=C2C1)CC1=CC=C(C=C1)C#N)C (N-benzyl-1-(1-(4-cyanobenzyl)-1H-indole-2-carbonyl)-N-methylpiperidine-4-carboxamide). RXN SMILES: [CH2:1]([N:8]([CH3:28])[C:9]([CH:11]1[CH2:16][CH2:15][N:14]([C:17]([C:19]2[NH:20][C:21]3[C:26]([CH:27]=2)=[CH:25][CH:24]=[CH:23][CH:22]=3)=[O:18])[CH2:13][CH2:12]1)=[O:10])[C:2]1[CH:7]=[CH:6][CH:5]=[CH:4][CH:3]=1.[H-].[Na+].I[CH2:32][C:33]1[CH:40]=[CH:39][C:36]([C:37]#[N:38])=[CH:35][CH:34]=1>CN(C=O)C.O.C(OCC)(=O)C>[CH2:1]([N:8]([CH3:28])[C:9]([CH:11]1[CH2:16][CH2:15][N:14]([C:17]([C:19]2[N:20]([CH2:32][C:33]3[CH:40]=[CH:39][C:36]([C:37]#[N:38])=[CH:35][CH:34]=3)[C:21]3[C:26]([CH:27]=2)=[CH:25][CH:24]=[CH:23][CH:22]=3)=[O:18])[CH2:13][CH2:12]1)=[O:10])[C:2]1[CH:7]=[CH:6][CH:5]=[CH:4][CH:3]=1 |f:1.2|. Reported procedure: Sodium iodide (99 mg, 0.660 mmol) and 4-(chloromethyl)benzonitrile (100 mg, 0.660 mmol) were dissolved in Acetone (Volume: 2.199 mL) and allowed to stir at room temperature for 4 hours. The resulting solid was filtered and the filtrate concentrated to obtain 4-(iodomethyl)benzonitrile (130 mg, 0.535 mmol, 81% yield) as an orange oil. It was taken directly to the next step without characterization and purification. N-benzyl-1-(1H-indole-2-carbonyl)-N-methylpiperidine-4-carboxamide (100 mg, 0.266 ... Starting materials: NC1=C(C=CC(=C1)OC)S(=O)(=O)NC1=CC=C(C=C1)Cl (2-amino-4-methoxy-N-(4-chlorophenyl)-benzenesulfonamide), C(=O)(N1C=NC=C1)N1C=NC=C1 (1,1'-carbonyldiimidazole). Solvent: O1CCOCC1 (dioxane). The product is ClC1=CC=C(C=C1)N1S(C2=C(NC1=O)C=C(C=C2)OC)(=O)=O (2-(4-chlorophenyl)-6-methoxy-2H-1,2,4-benzothiadiazine-3(4H)-one 1,1-dioxide). Isolated yield 90.5%. Reaction SMILES: [NH2:1][C:2]1[CH:7]=[C:6]([O:8][CH3:9])[CH:5]=[CH:4][C:3]=1[S:10]([NH:13][C:14]1[CH:19]=[CH:18][C:17]([Cl:20])=[CH:16][CH:15]=1)(=[O:12])=[O:11].[C:21](N1C=CN=C1)(N1C=CN=C1)=[O:22]>O1CCOCC1>[Cl:20][C:17]1[CH:18]=[CH:19][C:14]([N:13]2[C:21](=[O:22])[NH:1][C:2]3[CH:7]=[C:6]([O:8][CH3:9])[CH:5]=[CH:4][C:3]=3[S:10]2(=[O:12])=[O:11])=[CH:15][CH:16]=1. Procedure: A mixture of 2-amino-4-methoxy-N-(4-chlorophenyl)-benzenesulfonamide (24.37 g) and 1,1'-carbonyldiimidazole (18.93 g) in dried dioxane (500 ml) was refluxed overnight and then concentrated to dryness. The residue was washed with methanol and collected by filtration to yield 2-(4-chlorophenyl)-6-methoxy-2H-1,2,4-benzothiadiazine-3(4H)-one 1,1-dioxide (23.9 g). The reactants are CC(Oc1cccc2nc[nH]c(=O)c12)C(=O)N(C)C, Nc1ccc2c(cnn2Cc2ncco2)c1. The product is CC(Oc1cccc2ncnc(Nc3ccc4c(cnn4Cc4ncco4)c3)c12)C(=O)N(C)C. Reaction SMILES: [CH3:1][N:2]([C:3]([CH:4]([CH3:5])[O:6][c:7]1[c:8]2[c:9](=[O:17])[nH:10][cH:11][n:12][c:13]2[cH:14][cH:15][cH:16]1)=[O:18])[CH3:19].[o:20]1[c:21]([CH2:25][n:26]2[n:27][cH:28][c:29]3[cH:30][c:31]([NH2:35])[cH:32][cH:33][c:34]23)[n:22][cH:23][cH:24]1>>[CH3:1][N:2]([C:3]([CH:4]([CH3:5])[O:6][c:7]1[c:8]2[c:9]([NH:35][c:31]3[cH:30][c:29]4[cH:28][n:27][n:26]([CH2:25][c:21]5[o:20][cH:24][cH:23][n:22]5)[c:34]4[cH:33][cH:32]3)[n:10][cH:11][n:12][c:13]2[cH:14][cH:15][cH:16]1)=[O:18])[CH3:19]. Starting materials: O=c1[nH]c2cc(Br)ccc2n1C1CCNCC1, CC(=O)CC(C)C, Fc1ccc(C(CCCCl)c2ccc(F)cc2)cc1, [I-], [K+], [Na+], [Na+], O=C([O-])[O-], O. Yields the product O=c1[nH]c2cc(Br)ccc2n1C1CCN(CCCC(c2ccc(F)cc2)c2ccc(F)cc2)CC1. As a reaction SMILES: [Br:20][c:21]1[cH:22][c:23]2[c:24]([n:25]([CH:29]3[CH2:30][CH2:31][NH:32][CH2:33][CH2:34]3)[c:26](=[O:28])[nH:27]2)[cH:35][cH:36]1.[CH3:46][CH:47]([CH3:48])[CH2:49][C:50](=[O:51])[CH3:52].[Cl:1][CH2:2][CH2:3][CH2:4][CH:5]([c:6]1[cH:7][cH:8][c:9]([F:12])[cH:10][cH:11]1)[c:13]1[cH:14][cH:15][c:16]([F:19])[cH:17][cH:18]1.[I-:44].[K+:43].[Na+:37].[Na+:38].[O-:39][C:40](=[O:41])[O-:42].[OH2:45]>>[CH2:2]([CH2:3][CH2:4][CH:5]([c:6]1[cH:7][cH:8][c:9]([F:12])[cH:10][cH:11]1)[c:13]1[cH:14][cH:15][c:16]([F:19])[cH:17][cH:18]1)[N:32]1[CH2:31][CH2:30][CH:29]([n:25]2[c:24]3[c:23]([cH:22][c:21]([Br:20])[cH:36][cH:35]3)[nH:27][c:26]2=[O:28])[CH2:34][CH2:33]1. Reactants: ClC1=CC=CC=C1 (chlorobenzene), S(=O)(=O)(OC)OC (dimethyl sulfate), S(=O)(=O)=O (sulfur trioxide). Reaction conditions: temperature 70 celsius, time 30 minute. Product: ClC1=CC=C(C=C1)S(=O)(=O)C1=CC=C(C=C1)Cl (bis(4-chlorophenyl) sulfone). The yield is 90.9%. As a reaction SMILES: [Cl:1][C:2]1[CH:7]=[CH:6][CH:5]=[CH:4][CH:3]=1.[S:8]([O:13]C)(OC)(=O)=[O:9].S(=O)(=O)=O>>[Cl:1][C:2]1[CH:7]=[CH:6][C:5]([S:8]([C:5]2[CH:6]=[CH:7][C:2]([Cl:1])=[CH:3][CH:4]=2)(=[O:13])=[O:9])=[CH:4][CH:3]=1. Procedure: A vertical glass tube having a length of 90 cm and a diameter of 4 cm was packed with glass balls and heated at 70° C. 225 g (2.0 moles) of chlorobenzene, 126 g (1.0 mole) of dimethyl sulfate and 160 g (2.0 moles) of sulfur trioxide were simultaneously fed, dropwise, to the top of the tube at approximately the same rates over 30 minutes. Contrary to the procedure adopted in Example 1, the effluent reaction mixture was not immediately precipitated in dilute sulfuric acid but was continuously recy... Reactants: [N+](=O)([O-])C1=C(C=C(C(=C1)F)Cl)NC(C)=O (N-(2-nitro-4-fluoro-5-chlorophenyl)acetamide), [K+].[Br-] (KBr), CS(=O)C (dimethyl sulfoxide), CN1CCNCC1 (4-methylpiperazine), [OH-].[K+] (potassium hydroxide). Product: [N+](=O)([O-])C1=C(C=C(C(=C1)F)N1C(CNCC1)C)NC(C)=O (N-[2-Nitro-4-fluoro-5-(methylpiperazin-1-yl)phenyl]acetamide). The yield is 80.0%. RXN SMILES: [N+:1]([C:4]1[CH:9]=[C:8]([F:10])[C:7](Cl)=[CH:6][C:5]=1[NH:12][C:13](=[O:15])[CH3:14])([O-:3])=[O:2].C[N:17]1[CH2:22][CH2:21][NH:20][CH2:19][CH2:18]1.[OH-].[K+].[K+].[Br-].[CH3:27]S(C)=O>>[N+:1]([C:4]1[CH:9]=[C:8]([F:10])[C:7]([N:17]2[CH2:22][CH2:21][NH:20][CH2:19][CH:18]2[CH3:27])=[CH:6][C:5]=1[NH:12][C:13](=[O:15])[CH3:14])([O-:3])=[O:2] |f:2.3,4.5|. Procedure: N-[2-Nitro-4-fluoro-5-(methylpiperazin-1-yl)phenyl]acetamide (25.0 g, 80%) was prepared by an analogous procedure as described in preparation 1 (step 3) using N-(2-nitro-4-fluoro-5-chlorophenyl)acetamide (25.0 g, 0.107 mol) (obtained in preparation 1, step 2), 4-methylpiperazine (53.5 g, 0.535 mol), potassium hydroxide (9.05 g, 0.16 mol) and dimethyl sulfoxide (100 mL). mp 90-91° C.; IR (KBr) 3339, 1707, 1582 cm-1 ; 1H NMR (CDCl3) δ 2.24 (s, 3H, CH3), 2.32 (s, 3H, CH3), 2.56 (t, J=5.0 Hz, 4H, N(...